Dataset: the Open Reaction Database (ORD), a public repository of structured organic reaction records. Task: describe an organic reaction: reactants, conditions, products, and yield Reactants: CCOC(C)=O, ClC(Cl)Cl, O=C(Nc1ccc(F)cc1)Nc1ccc(Oc2ncnc3[nH]c(CO)cc23)cc1, C1CCOC1. The product is O=Cc1cc2c(Oc3ccc(NC(=O)Nc4ccc(F)cc4)cc3)ncnc2[nH]1. As a reaction SMILES: [CH3:39][CH2:40][O:41][C:42](=[O:43])[CH3:44].[CH:1]([Cl:2])([Cl:3])[Cl:4].[F:5][c:6]1[cH:7][cH:8][c:9]([NH:12][C:13](=[O:14])[NH:15][c:16]2[cH:17][cH:18][c:19]([O:22][c:23]3[c:24]4[c:25]([n:26][cH:27][n:28]3)[nH:29][c:30]([CH2:32][OH:33])[cH:31]4)[cH:20][cH:21]2)[cH:10][cH:11]1.[O:34]1[CH2:35][CH2:36][CH2:37][CH2:38]1>>[F:5][c:6]1[cH:7][cH:8][c:9]([NH:12][C:13](=[O:14])[NH:15][c:16]2[cH:17][cH:18][c:19]([O:22][c:23]3[c:24]4[c:25]([n:26][cH:27][n:28]3)[nH:29][c:30]([CH:32]=[O:33])[cH:31]4)[cH:20][cH:21]2)[cH:10][cH:11]1. The reactants are ClC1=NC=C(C(=N1)Cl)F (2,4-dichloro-5-fluoropyrimidine), C(C1=CC=CC=C1)OC=1C=C(N)C=CC1 (3-benzyloxyaniline). Yields the product C(C1=CC=CC=C1)OC=1C=C(C=CC1)NC1=NC=C(C(=N1)NC1=CC(=CC=C1)OCC1=CC=CC=C1)F (N2,N4-bis(3-benzyloxyphenyl)-5-fluoro-2,4-pyrimidinediamine). RXN SMILES: Cl[C:2]1[N:7]=[C:6](Cl)[C:5]([F:9])=[CH:4][N:3]=1.[CH2:10]([O:17][C:18]1[CH:19]=[C:20]([CH:22]=[CH:23][CH:24]=1)[NH2:21])[C:11]1[CH:16]=[CH:15][CH:14]=[CH:13][CH:12]=1>>[CH2:10]([O:17][C:18]1[CH:19]=[C:20]([NH:21][C:2]2[N:7]=[C:6]([NH:21][C:20]3[CH:22]=[CH:23][CH:24]=[C:18]([O:17][CH2:10][C:11]4[CH:16]=[CH:15][CH:14]=[CH:13][CH:12]=4)[CH:19]=3)[C:5]([F:9])=[CH:4][N:3]=2)[CH:22]=[CH:23][CH:24]=1)[C:11]1[CH:12]=[CH:13][CH:14]=[CH:15][CH:16]=1. Procedure details: In like manner to the preparation of N2,N4-bis(3-hydroxyphenyl)-5-fluoro-2,4-pyrimidinediamine, 2,4-dichloro-5-fluoropyrimidine and 3-benzyloxyaniline were reacted to yield N2,N4-bis(3-benzyloxyphenyl)-5-fluoro-2,4-pyrimidinediamine. 1H NMR (CDCl3): δ 7.98 (bs, 1H), 7.42–6.99 (m, 16H), 6.75 (d, 1H, J=2.4 Hz), 6.71 (m, 1H), 6.60 (dd, 1H, J=2.4 and 8.4 Hz), 6.32 (m, 1H), 4.97 (s, 2H), 4.94 (s, 2H); LCMS: ret. time: 32.56 min.; purity: 98%; MS (m/e): 493 (MH+). Starting materials: CO, [K+], [OH-], O, CS(=O)(=O)c1cnc2c(c1)cc(-c1ncccn1)n2S(=O)(=O)c1ccccc1. Yields the product CS(=O)(=O)c1cnc2[nH]c(-c3ncccn3)cc2c1. Reaction SMILES: [CH3:32][OH:33].[K+:30].[OH-:29].[OH2:31].[c:1]1([S:2](=[O:3])(=[O:4])[n:10]2[c:11](-[c:23]3[n:24][cH:25][cH:26][cH:27][n:28]3)[cH:12][c:13]3[c:14]2[n:15][cH:16][c:17]([S:19](=[O:20])(=[O:21])[CH3:22])[cH:18]3)[cH:5][cH:6][cH:7][cH:8][cH:9]1>>[nH:10]1[c:11](-[c:23]2[n:24][cH:25][cH:26][cH:27][n:28]2)[cH:12][c:13]2[c:14]1[n:15][cH:16][c:17]([S:19](=[O:20])(=[O:21])[CH3:22])[cH:18]2. Reactants: COC(C)C1=NC=C(N1Cl)Cl (1-methoxyethyl-3,4-dichloroimidazole), C1CC(=O)N(C1=O)Br (NBS), C(C)(=O)OCC (Ethyl acetate). The solvent is C(C)#N (acetonitrile). Conditions: time 30 minute. Yields the product BrC1=NC(=C(N1Cl)Cl)C(C)OC (2-bromo-1-methoxyethyl-3,4-dichloroimidazole). As a reaction SMILES: COC([C:5]1[N:9]([Cl:10])[C:8]([Cl:11])=[CH:7][N:6]=1)C.C1C(=O)N([Br:19])C(=O)C1.[C:20]([O:23][CH2:24]C)(=O)[CH3:21]>C(#N)C>[Br:19][C:5]1[N:9]([Cl:10])[C:8]([Cl:11])=[C:7]([CH:20]([O:23][CH3:24])[CH3:21])[N:6]=1. Reported procedure: To a solution of 1-methoxyethyl-3,4-dichloroimidazole (1.95 g, 10 mmol) in acetonitrile (50 mL) is added NBS (1.86 g, 1.05 mmol) at room temperature in portions. The reaction mixture is stirred at rt for 30 min. Ethyl acetate (100 mL) is added and washed with water, brine, dried over MgSO4, filtered and evaporated in vacuo to dryness. The crude product is purified by flash chromatography (hexane/ethyl acetate 100/5) to obtain 2-bromo-1-methoxyethyl-3,4-dichloroimidazole. Starting materials: NC=1C(=C(C(=CC1)Cl)CO[Si](C1=CC=CC=C1)(C1=CC=CC=C1)C(C)(C)C)Cl (3-amino-1-(tert-butyldiphenylsilyloxy-methyl)-2,6-dichlorobenzene), ClCCl (dichloromethane), C1(C=2C(C(N1CC(=O)Cl)=O)=CC=CC2)=O (phthalimidoacetyl chloride). Solvent: O (Water). Run at time 1.5 hour. The product is [Si](C1=CC=CC=C1)(C1=CC=CC=C1)(C(C)(C)C)OCC1=C(C(=CC=C1Cl)NC(CN1C(C=2C(C1=O)=CC=CC2)=O)=O)Cl (1-(tert-butyldiphenylsilyloxymethyl)-2,6-dichloro-3-(phthalimidoacetylamino)benzene). Yield: 92.1%. Reaction SMILES: [NH2:1][C:2]1[C:3]([Cl:28])=[C:4]([CH2:9][O:10][Si:11]([C:24]([CH3:27])([CH3:26])[CH3:25])([C:18]2[CH:23]=[CH:22][CH:21]=[CH:20][CH:19]=2)[C:12]2[CH:17]=[CH:16][CH:15]=[CH:14][CH:13]=2)[C:5]([Cl:8])=[CH:6][CH:7]=1.ClCCl.[C:32]1(=[O:46])[N:36]([CH2:37][C:38](Cl)=[O:39])[C:35](=[O:41])[C:34]2=[CH:42][CH:43]=[CH:44][CH:45]=[C:33]12>O>[Si:11]([O:10][CH2:9][C:4]1[C:5]([Cl:8])=[CH:6][CH:7]=[C:2]([NH:1][C:38](=[O:39])[CH2:37][N:36]2[C:35](=[O:41])[C:34]3=[CH:42][CH:43]=[CH:44][CH:45]=[C:33]3[C:32]2=[O:46])[C:3]=1[Cl:28])([C:24]([CH3:25])([CH3:27])[CH3:26])([C:12]1[CH:17]=[CH:16][CH:15]=[CH:14][CH:13]=1)[C:18]1[CH:19]=[CH:20][CH:21]=[CH:22][CH:23]=1. Procedure: To a mixture of 3-amino-1-(tert-butyldiphenylsilyloxy-methyl)-2,6-dichlorobenzene (348 mg) triethylamine (0.15 ml) and dichloromethane (3.5 ml) was added phthalimidoacetyl chloride (186 mg) under ice-cooling, and the mixture was stirred for 1.5 hours at ambient temperature. Water was added thereto, and the resulting precipitates were collected by vacuum filtration and washed with diisopropyl ether to give 1-(tert-butyldiphenylsilyloxymethyl)-2,6-dichloro-3-(phthalimidoacetylamino)benzene (460 mg... Reactants: C1=CC=C(C(=C1)C(F)(F)F)N (O-trifluoromethylaniline), BrN1C(N(C(C1=O)(C)C)Br)=O (dibromodimethylhydantoin), CC1(C(NC(N1)=O)=O)C (dimethylhydantoin). The reagents and catalysts are [Cu]=O (copper oxide). The product is NC1=C(C=C(C=C1)N1C(NC(C1=O)(C)C)=O)C(F)(F)F (3-[4-amino 3-(trifluoromethyl) phenyl]5,5-dimethyl 2,4-imidazolidine dione). RXN SMILES: [CH:1]1[CH:6]=[C:5]([C:7]([F:10])([F:9])[F:8])[C:4]([NH2:11])=[CH:3][CH:2]=1.Br[N:13]1[C:17](=[O:18])[C:16]([CH3:20])([CH3:19])[N:15](Br)[C:14]1=[O:22].CC1(C)NC(=O)NC1=O>[Cu]=O.CC(N(C)C)=O>[NH2:11][C:4]1[CH:3]=[CH:2][C:1]([N:13]2[C:17](=[O:18])[C:16]([CH3:20])([CH3:19])[NH:15][C:14]2=[O:22])=[CH:6][C:5]=1[C:7]([F:9])([F:10])[F:8]. Conditions: time 30 minute. Procedure: 100 g of O-trifluoromethylaniline is introduced at 20°±2° C. then 100 ml of dimethylacetamide is added while maintaining the same temperature. After cooling down under agitation at 0° C.±2° C. a solution of 88.8 g of dibromodimethylhydantoin and 100 ml of dimethylacetamide is then added over about 30 minutes while maintaining the temperature at 0° C.±2° C. The reaction medium is maintained under agitation for 30 minutes, then taken to 20° C.±2° C. and 40 g of dimethylhydantoin then 50 g copper o... Yield: 174.6%. Run in CC(=O)N(C)C (dimethylacetamide), CC(=O)N(C)C (dimethylacetamide). The reactants are OC1=C(C(OC=2CCCCC12)=O)C1=CC=CC=C1 (4-hydroxy-3-phenyl-5,6,7,8-tetrahydrocoumarin), N1(CCCCC1)CC(CCl)C (3-piperidino-2-methyl-1-chloropropane). The product is N1(CCCCC1)CC(COC1=C(C(OC=2CCCCC12)=O)C1=CC=CC=C1)C (4-(3'-Piperidino-2'-methylpropoxy)-3-phenyl-5,6,7,8-tetrahydrocoumarin). The yield is 82.0%. RXN SMILES: [OH:1][C:2]1[C:11]2[CH2:10][CH2:9][CH2:8][CH2:7][C:6]=2[O:5][C:4](=[O:12])[C:3]=1[C:13]1[CH:18]=[CH:17][CH:16]=[CH:15][CH:14]=1.[N:19]1([CH2:25][CH:26]([CH3:29])[CH2:27]Cl)[CH2:24][CH2:23][CH2:22][CH2:21][CH2:20]1>>[N:19]1([CH2:25][CH:26]([CH3:29])[CH2:27][O:1][C:2]2[C:11]3[CH2:10][CH2:9][CH2:8][CH2:7][C:6]=3[O:5][C:4](=[O:12])[C:3]=2[C:13]2[CH:14]=[CH:15][CH:16]=[CH:17][CH:18]=2)[CH2:24][CH2:23][CH2:22][CH2:21][CH2:20]1. Reported procedure: Prepared according to the method of Example 13 by alkylation of 4-hydroxy-3-phenyl-5,6,7,8-tetrahydrocoumarin with 3-piperidino-2-methyl-1-chloropropane. A thick oil is obtained which cannot be crystallised. Yield 82%. Starting materials: C([C@@H]1[C@H]([C@@H]([C@H]([C@H](O1)O[C@]2([C@H]([C@@H]([C@H](O2)CO)O)O)CO)O)O)O)O (sucrose), C([C@@H]1[C@H]([C@@H]([C@H]([C@H](O1)O[C@]2([C@H]([C@@H]([C@H](O2)CO)O)O)CO)O)O)O)O (sucrose), [OH-].[Na+] (sodium hydroxide), [Cl-].[Mg+2].[Cl-] (magnesium chloride). Solvent: O (water). Product: O=C[C@H](O)[C@@H](O)[C@H](O)[C@H](O)CO (glucose). RXN SMILES: [CH2:1]([OH:23])[C@H:2]1[O:7][C@H:6]([O:8][C@]2(CO)O[C@H](CO)[C@@H](O)[C@@H]2O)[C@H:5]([OH:20])[C@@H:4]([OH:21])[C@@H:3]1[OH:22].[Cl-].[Mg+2].[Cl-].[OH-].[Na+]>O>[O:8]=[CH:6][C@@H:5]([C@H:4]([C@@H:3]([C@@H:2]([CH2:1][OH:23])[OH:7])[OH:22])[OH:21])[OH:20] |f:1.2.3,4.5|. Procedure: Food-grade sucrose, 250 g was dissolved in 250 ml of water and magnesium chloride was added to a concentration of 0.005 M. The pH was adjusted to 6.5 and maintained at this value by the addition of 0.5 N sodium hydroxide solution was needed. To the sucrose solution was added 7500 units of fructosyl transferase enzyme preparation, obtained as in Example 1, and 5000 units of glucose isomerase enzyme preparation, obtained as described by Cory, U.S. Pat. No. 4,077,842. After the mixture had been sti...